Dataset: the Open Reaction Database (ORD), a public repository of structured organic reaction records. Task: describe an organic reaction: reactants, conditions, products, and yield The reactants are CSc1ccc(B(O)O)cc1, COCCOC, CSc1nc(Cl)cc(C(F)(F)F)n1, [Na+], [Na+], O=C([O-])[O-], O. Product: CSc1ccc(-c2cc(C(F)(F)F)nc(SC)n2)cc1. Reaction SMILES: [CH3:14][S:15][c:16]1[cH:17][cH:18][c:19]([B:22]([OH:23])[OH:24])[cH:20][cH:21]1.[CH3:31][O:32][CH2:33][CH2:34][O:35][CH3:36].[Cl:1][c:2]1[n:3][c:4]([S:12][CH3:13])[n:5][c:6]([C:8]([F:9])([F:10])[F:11])[cH:7]1.[Na+:25].[Na+:26].[O-:27][C:28](=[O:29])[O-:30].[OH2:37]>>[c:2]1(-[c:19]2[cH:18][cH:17][c:16]([S:15][CH3:14])[cH:21][cH:20]2)[n:3][c:4]([S:12][CH3:13])[n:5][c:6]([C:8]([F:9])([F:10])[F:11])[cH:7]1. Isolated yield 59.2%. Reactants: NC1=NC=2C=C(C=CC2C2=C1N=C(N2CC2CCN(CC2)C(=O)OC(C)(C)C)CC)Br (tert-Butyl 4-[(4-amino-7-bromo-2-ethyl-1H-imidazo[4,5-c]quinolin-1-yl)methyl]piperidine-1-carboxylate), B1(OCCCO1)C2=CN=CC=C2 (pyridine-3-boronic acid 1,3-propanediol cyclic ester). As a reaction SMILES: [NH2:1][C:2]1[C:11]2[N:12]=[C:13]([CH2:29][CH3:30])[N:14]([CH2:15][CH:16]3[CH2:21][CH2:20][N:19]([C:22]([O:24][C:25]([CH3:28])([CH3:27])[CH3:26])=[O:23])[CH2:18][CH2:17]3)[C:10]=2[C:9]2[CH:8]=[CH:7][C:6](Br)=[CH:5][C:4]=2[N:3]=1.B1([C:38]2[CH:43]=[CH:42][CH:41]=[N:40][CH:39]=2)OCCCO1>O>[NH2:1][C:2]1[C:11]2[N:12]=[C:13]([CH2:29][CH3:30])[N:14]([CH2:15][CH:16]3[CH2:21][CH2:20][N:19]([C:22]([O:24][C:25]([CH3:28])([CH3:27])[CH3:26])=[O:23])[CH2:18][CH2:17]3)[C:10]=2[C:9]2[CH:8]=[CH:7][C:6]([C:38]3[CH:39]=[N:40][CH:41]=[CH:42][CH:43]=3)=[CH:5][C:4]=2[N:3]=1. The product is NC1=NC=2C=C(C=CC2C2=C1N=C(N2CC2CCN(CC2)C(=O)OC(C)(C)C)CC)C=2C=NC=CC2 (tert-butyl 4-{[4-amino-2-ethyl-7-(pyridin-3-yl)-1H-imidazo[4,5-c]quinolin-1-yl]methyl}piperidine-1-carboxylate). Conditions: time 16 hour. Procedure details: tert-Butyl 4-[(4-amino-7-bromo-2-ethyl-1H-imidazo[4,5-c]quinolin-1-yl)methyl]piperidine-1-carboxylate (9.24 g, 18.9 mmol) and pyridine-3-boronic acid 1,3-propanediol cyclic ester (3.39 g, 20.8 mmol) were coupled according to the method described in Examples 118–121. Additional reagents were added after the reaction was heated for 16 hours, and the reaction was continued for 16 hours. Water (20 mL) was added, and the n-propanol was removed under reduced pressure. The remaining mixture was extract... Solvent: O (Water). Starting materials: C(C1=CC=CC=C1)OC=1C=2N(C=C(C1)Cl)C(=C(N2)C)C=O (8-benzyloxy-6-chloro-3-formyl-2-methyl-imidazo[1,2-a]pyridine), Br (hydrogen bromide), [OH-].[Na+] (sodium hydroxide). Run in C(C)(=O)O (acetic acid). Procedure details: A mixture of 0.5 g 8-benzyloxy-6-chloro-3-formyl-2-methyl-imidazo[1,2-a]pyridine, 2.5 ml acetic acid and 2.5 ml 48% aqueous hydrogen bromide solution is heated under reflux for 2 hours. The mixture is cooled to room temperature, poured over 50 ml icewater, neutralized with 1 N-sodium hydroxide solution and extracted 3×with 20 ml ethyl acetate each time. The combined extracts are dried over sodium sulfate, the solvent is stripped off and the solid residue is recrystallized from dioxane. 0.2 g of ... RXN SMILES: C([O:8][C:9]1[C:10]2[N:11]([C:16]([CH:20]=[O:21])=[C:17]([CH3:19])[N:18]=2)[CH:12]=[C:13]([Cl:15])[CH:14]=1)C1C=CC=CC=1.Br.[OH-].[Na+]>C(O)(=O)C>[Cl:15][C:13]1[CH:14]=[C:9]([OH:8])[C:10]2[N:11]([C:16]([CH:20]=[O:21])=[C:17]([CH3:19])[N:18]=2)[CH:12]=1 |f:2.3|. Product: ClC=1C=C(C=2N(C1)C(=C(N2)C)C=O)O (6-chloro-3-formyl-8-hydroxy-2-methyl-imidazo[1,2-a]pyridine). The yield is 57.1%. Reactants: CN(C)c1ccc(B(O)O)cc1, CCCNC(=O)c1nnc2c(Br)cccc2c1N. Product: CCCNC(=O)c1nnc2c(-c3ccc(N(C)C)cc3)cccc2c1N. RXN SMILES: [CH3:19][N:20]([c:21]1[cH:22][cH:23][c:24]([B:27]([OH:28])[OH:29])[cH:25][cH:26]1)[CH3:30].[NH2:1][c:2]1[c:3]([C:13](=[O:14])[NH:15][CH2:16][CH2:17][CH3:18])[n:4][n:5][c:6]2[c:7]([Br:12])[cH:8][cH:9][cH:10][c:11]12>>[NH2:1][c:2]1[c:3]([C:13](=[O:14])[NH:15][CH2:16][CH2:17][CH3:18])[n:4][n:5][c:6]2[c:7](-[c:24]3[cH:23][cH:22][c:21]([N:20]([CH3:19])[CH3:30])[cH:26][cH:25]3)[cH:8][cH:9][cH:10][c:11]12. The reactants are C(#N)NC(CC1=CC=CC=C1)=O (N-cyano-2-phenyl-acetamide), C1CCOC1 (THF), BrCC(=O)N(CC(=O)N1CCOCC1)CC(C)(C)C (2-bromo-N-(2,2-dimethyl-propyl)-N-(2-morpholin-4-yl-2-oxo-ethyl)-acetamide). Run in CN(C)C=O (DMF), CC(C)([O-])C.[K+] (potassium tert-butoxide), CN(C)C=O (DMF). Run at temperature 45 celsius, time 0.5 hour. The product is CC(CN(C(=O)CN(C(CC1=CC=CC=C1)=O)C#N)CC(=O)N1CCOCC1)(C)C (N-{[(2,2-dimethyl-propyl)-(2-morpholin-4-yl-2-oxo-ethyl)-carbamoyl]-methyl}-N-cyano-2-phenyl-acetamide). The yield is 16.9%. Reaction SMILES: [C:1]([NH:3][C:4](=[O:12])[CH2:5][C:6]1[CH:11]=[CH:10][CH:9]=[CH:8][CH:7]=1)#[N:2].C1COCC1.Br[CH2:19][C:20]([N:22]([CH2:32][C:33]([CH3:36])([CH3:35])[CH3:34])[CH2:23][C:24]([N:26]1[CH2:31][CH2:30][O:29][CH2:28][CH2:27]1)=[O:25])=[O:21]>CN(C=O)C.CC(C)([O-])C.[K+]>[CH3:34][C:33]([CH3:36])([CH3:35])[CH2:32][N:22]([CH2:23][C:24]([N:26]1[CH2:27][CH2:28][O:29][CH2:30][CH2:31]1)=[O:25])[C:20]([CH2:19][N:3]([C:1]#[N:2])[C:4](=[O:12])[CH2:5][C:6]1[CH:7]=[CH:8][CH:9]=[CH:10][CH:11]=1)=[O:21] |f:4.5|. Procedure: To a stirred solution of N-cyano-2-phenyl-acetamide (35 mg, 0.2 mmol) (see Example 1) in DMF (1.25 mL), potassium tert-butoxide (0.22 mL of a 1.0 M THF solution, 0.22 mmol) was added, dropwise at 0° C., under nitrogen. Upon complete addition, the cooling bath was removed and the reaction was stirred for 0.5 h. After this time, the resulting anion was added dropwise to a stirred solution of the above 2-bromo-N-(2,2-dimethyl-propyl)-N-(2-morpholin-4-yl-2-oxo-ethyl)-acetamide (88 mg, 0.24 mmol) in ... Reactants: C(=O)(C(F)(F)F)O (TFA), CC(C)(C)OC(=O)N(C(=O)OC(C)(C)C)C=1NC(=C(N1)Br)C(=O)NCC1=C(C(=C(C=C1)Cl)OC1=CC(=CC(=C1)C#N)Cl)F (bis(1,1-dimethylethyl)(4-bromo-5-{[({4-chloro-3-[(3-chloro-5-cyanophenyl)oxy]-2-fluorophenyl}methyl)amino]carbonyl}-1H-imidazol-2-yl)imidodicarbonate). The solvent is ClCCl (dichloromethane). Conditions: time 8 hour. Product: FC(C(=O)O)(F)F.NC=1NC(=C(N1)Br)C(=O)NCC1=C(C(=C(C=C1)Cl)OC1=CC(=CC(=C1)C#N)Cl)F (2-amino-4-bromo-N-({4-chloro-3-[(3-chloro-5-cyanophenyl)oxy]-2-fluorophenyl}methyl)-1H-imidazole-5-carboxamide trifluoroacetate). Yield: 41.7%. Reaction SMILES: [C:1]([OH:7])([C:3]([F:6])([F:5])[F:4])=[O:2].CC(OC([N:15]([C:23]1[NH:24][C:25]([C:29]([NH:31][CH2:32][C:33]2[CH:38]=[CH:37][C:36]([Cl:39])=[C:35]([O:40][C:41]3[CH:46]=[C:45]([C:47]#[N:48])[CH:44]=[C:43]([Cl:49])[CH:42]=3)[C:34]=2[F:50])=[O:30])=[C:26]([Br:28])[N:27]=1)C(OC(C)(C)C)=O)=O)(C)C>ClCCl>[F:4][C:3]([F:6])([F:5])[C:1]([OH:7])=[O:2].[NH2:15][C:23]1[NH:24][C:25]([C:29]([NH:31][CH2:32][C:33]2[CH:38]=[CH:37][C:36]([Cl:39])=[C:35]([O:40][C:41]3[CH:46]=[C:45]([C:47]#[N:48])[CH:44]=[C:43]([Cl:49])[CH:42]=3)[C:34]=2[F:50])=[O:30])=[C:26]([Br:28])[N:27]=1 |f:3.4|. Procedure details: TFA (3.30 μl, 0.043 mmol) was added to a solution of bis(1,1-dimethylethyl)(4-bromo-5-{[({4-chloro-3-[(3-chloro-5-cyanophenyl)oxy]-2-fluorophenyl}methyl)amino]carbonyl}-1H-imidazol-2-yl)imidodicarbonate (0.030 g, 0.043 mmol) in dichloromethane (2 mL). The mixture was stirred at RT overnight. The solvent was evaporated and the residue was purified by reverse phase HPLC (acetonitrile:water with 0. % TFA) to give the title compound (11 mg, 41%) as a white solid. 1H NMR (400 MHz, DMSO-d6) δ ppm 8.02... The reactants are CC(CC1=CC=CC=C1)O (α-methylphenethyl alcohol), methanesulfonate ester, O=C(CC)N(C1=CC=CC=C1)C1(CCNCC1)C(=O)OCC (ethyl 4-[N-(1-oxopropyl)-N-phenylamino]-4-piperidinecarboxylate), C([O-])([O-])=O.[Na+].[Na+] (sodium carbonate). Run in CC(CC(C)=O)C (4-methyl-2-pentanone). The product is C(C(=O)O)(=O)O.CC(CC1=CC=CC=C1)N1CCC(CC1)(C(=O)OCC)N(C1=CC=CC=C1)C(CC)=O (ethyl 1-(1-methyl-2-phenylethyl)-4-[N-(1-oxopropyl)-N-phenylamino]-4-piperidinecarboxylate ethanedioate). Reaction SMILES: [CH3:1][CH:2](O)[CH2:3][C:4]1[CH:9]=[CH:8][CH:7]=[CH:6][CH:5]=1.[O:11]=[C:12]([N:15]([C:22]1([C:28]([O:30][CH2:31][CH3:32])=[O:29])[CH2:27][CH2:26][NH:25][CH2:24][CH2:23]1)[C:16]1[CH:21]=[CH:20][CH:19]=[CH:18][CH:17]=1)[CH2:13][CH3:14].[C:33](=[O:36])([O-:35])[O-].[Na+].[Na+]>CC(C)CC(=O)C>[C:28]([OH:30])(=[O:29])[C:33]([OH:35])=[O:36].[CH3:1][CH:2]([N:25]1[CH2:26][CH2:27][C:22]([N:15]([C:12](=[O:11])[CH2:13][CH3:14])[C:16]2[CH:17]=[CH:18][CH:19]=[CH:20][CH:21]=2)([C:28]([O:30][CH2:31][CH3:32])=[O:29])[CH2:23][CH2:24]1)[CH2:3][C:4]1[CH:9]=[CH:8][CH:7]=[CH:6][CH:5]=1 |f:2.3.4,6.7|. Reported procedure: A mixture of 3.54 parts of α-methylphenethyl alcohol, methanesulfonate ester, 4.6 parts of ethyl 4-[N-(1-oxopropyl)-N-phenylamino]-4-piperidinecarboxylate, 3.97 parts of sodium carbonate and 160 parts of 4-methyl-2-pentanone is stirred and refluxed for 16 hours. The reaction mixture is cooled and filtered. The filtrate is washed twice with 200 parts of water, dried, filtered and evaporated. The residue is purified by column-chromatography over silicagel using a mixture of trichloromethane and 5%...